Task: describe an organic reaction: reactants, conditions, products, and yield. Dataset: the Open Reaction Database (ORD), a public repository of structured organic reaction records Starting materials: ClC=1N=C(C2=C(N1)C(=NN2CCOCC)C(=O)NS(=O)(=O)C)NC2=NC=CC(=C2)C (N-[5-Chloro-1-(2-ethoxyethyl)-7-(4-methylpyridin-2-yl-amino)-1H-pyrazolo[4,3-d]pyrimidine-3-carbonyl]methanesulfonamide), CNCC (N-methyl-ethylamine), C(C)N(C(C)C)C(C)C (N-ethyldiisopropylamine), [F-].[Cs+] (caesium fluoride). Solvent: CS(=O)C (dimethyl sulphoxide). Run at temperature 110 celsius. Yields the product C(C)OCCN1N=C(C=2N=C(N=C(C21)NC2=NC=CC(=C2)C)N(C)CC)C(=O)NS(=O)(=O)C (N-[1-(2-Ethoxyethyl)-5-(N-ethyl-N-methylamino)-7-(4-methylpyridin-2-yl-amino)-1H-pyrazolo[4,3-d]pyrimidine-3-carbonyl]methanesulfonamide). Isolated yield 57.7%. Reaction SMILES: Cl[C:2]1[N:3]=[C:4]([NH:23][C:24]2[CH:29]=[C:28]([CH3:30])[CH:27]=[CH:26][N:25]=2)[C:5]2[N:10]([CH2:11][CH2:12][O:13][CH2:14][CH3:15])[N:9]=[C:8]([C:16]([NH:18][S:19]([CH3:22])(=[O:21])=[O:20])=[O:17])[C:6]=2[N:7]=1.[CH3:31][NH:32][CH2:33][CH3:34].C(N(C(C)C)C(C)C)C.[F-].[Cs+]>CS(C)=O>[CH2:14]([O:13][CH2:12][CH2:11][N:10]1[C:5]2[C:4]([NH:23][C:24]3[CH:29]=[C:28]([CH3:30])[CH:27]=[CH:26][N:25]=3)=[N:3][C:2]([N:32]([CH2:33][CH3:34])[CH3:31])=[N:7][C:6]=2[C:8]([C:16]([NH:18][S:19]([CH3:22])(=[O:21])=[O:20])=[O:17])=[N:9]1)[CH3:15] |f:3.4|. Procedure details: The chloro compound of Step 9 (110 mg, 0.24 mmol), N-methyl-ethylamine (79 mg, 1.2 mmol), N-ethyldiisopropylamine (210 μL, 1.20 mmol) and caesium fluoride (37 mg, 0.24 mmol) were dissolved in dimethyl sulphoxide (1 mL) and the reaction mixture heated to 110° C. for 5 hours in a ReactiVial™. The reaction mixture was partitioned between ethyl acetate (10 mL) and water (10 mL) and the organic phase separated and washed with water (2×10 mL). The organic phase was then dried over magnesium sulphate a... Reactants: BrC(Br)(Br)Br, CC(C)(C)OC(=O)N1CCC(O)CC1, ClCCl, c1ccc(P(c2ccccc2)c2ccccc2)cc1. Yields the product CC(C)(C)OC(=O)N1CCC(Br)CC1. RXN SMILES: [C:15]([Br:16])([Br:17])([Br:18])[Br:19].[C:1]([CH3:2])([CH3:3])([CH3:4])[O:5][C:6](=[O:7])[N:8]1[CH2:9][CH2:10][CH:11]([OH:14])[CH2:12][CH2:13]1.[Cl:39][CH2:40][Cl:41].[c:20]1([P:21]([c:22]2[cH:23][cH:24][cH:25][cH:26][cH:27]2)[c:28]2[cH:29][cH:30][cH:31][cH:32][cH:33]2)[cH:34][cH:35][cH:36][cH:37][cH:38]1>>[C:1]([CH3:2])([CH3:3])([CH3:4])[O:5][C:6](=[O:7])[N:8]1[CH2:9][CH2:10][CH:11]([Br:16])[CH2:12][CH2:13]1. Reported procedure: 5.00 g of 3-acetyloxazolidin-2-one were initially charged in 25 ml of carbon tetrachloride and heated to 70° C. under an argon atmosphere. Then, alternately, a solution of 3.46 ml of sulfuryl chloride in 5 ml of carbon tetrachloride and 0.10 g of 2,2′-azobis(2-methylpropionitrile) were added, and then the mixture was stirred at the same temperature for 2 hours. After cooling to room temperature, the clear solution was decanted off from the solid residues, and the solvent was removed under reduce... The product is C(C)(=O)N1C(OC(C1)Cl)=O (3-Acetyl-5-chlorooxazolidin-2-one). Reactants: S(=O)(=O)(Cl)Cl (sulfuryl chloride), N(=NC(C#N)(C)C)C(C#N)(C)C (2,2′-azobis(2-methylpropionitrile)), C(C)(=O)N1C(OCC1)=O (3-acetyloxazolidin-2-one). Run at temperature 70 celsius, time 2 hour. Run in C(Cl)(Cl)(Cl)Cl (carbon tetrachloride), C(Cl)(Cl)(Cl)Cl (carbon tetrachloride). As a reaction SMILES: [C:1]([N:4]1[CH2:8][CH2:7][O:6][C:5]1=[O:9])(=[O:3])[CH3:2].S(Cl)([Cl:13])(=O)=O.N(C(C)(C)C#N)=NC(C)(C)C#N>C(Cl)(Cl)(Cl)Cl>[C:1]([N:4]1[CH2:8][CH:7]([Cl:13])[O:6][C:5]1=[O:9])(=[O:3])[CH3:2]. Starting materials: CC1(NC2=CC=C(C=C2C(=C1)C)OS(=O)(=O)C(F)(F)F)C (Trifluoromethanesulfonic acid 2,2,4-trimethyl-1,2-dihydroquinolin-6-yl ester), FC1=C(C=CC=C1)B(O)O (2-fluorophenyl boronic acid), C1(=CC=CC=C1)CCS (2-phenylethanethiol). The product is FC1=C(C=CC=C1)C=1C=C2C(=CC(NC2=CC1)(C)C)CSCCC1=CC=CC=C1 (6-(2-Fluorophenyl)-2,2-dimethyl-4-phenethylsulfanylmethyl-1,2-dihydroquinoline). As a reaction SMILES: [CH3:1][C:2]1([CH3:21])[CH:11]=[C:10]([CH3:12])[C:9]2[C:4](=[CH:5][CH:6]=[C:7](OS(C(F)(F)F)(=O)=O)[CH:8]=2)[NH:3]1.[F:22][C:23]1[CH:28]=[CH:27][CH:26]=[CH:25][C:24]=1B(O)O.[C:32]1([CH2:38][CH2:39][SH:40])[CH:37]=[CH:36][CH:35]=[CH:34][CH:33]=1>>[F:22][C:23]1[CH:28]=[CH:27][CH:26]=[CH:25][C:24]=1[C:7]1[CH:8]=[C:9]2[C:4](=[CH:5][CH:6]=1)[NH:3][C:2]([CH3:1])([CH3:21])[CH:11]=[C:10]2[CH2:12][S:40][CH2:39][CH2:38][C:32]1[CH:37]=[CH:36][CH:35]=[CH:34][CH:33]=1. Procedure: Trifluoromethanesulfonic acid 2,2,4-trimethyl-1,2-dihydroquinolin-6-yl ester was coupled with 2-fluorophenyl boronic acid. Bromination and coupling reaction with 2-phenylethanethiol gave 72 mg of the title compound. Yield: 10.0%. Starting materials: CC=1C=CC(=NC1)CC1=CC=C(C=C1)O (4-(5-methyl-pyridin-2-ylmethyl)phenol), COC1=CC=C(C=C1)C=1CCNCC1 (4-(4-methoxyphenyl)-1,2,3,6-tetrahydro-pyridine), C(C)N(C(C)C)C(C)C (ethyldiisopropylamine), ClC(=O)OC(Cl)(Cl)Cl (trichloromethyl chloroformate). Run at temperature -30 celsius, time 10 minute. Solvent: C(Cl)Cl (CH2Cl2). Yields the product CC=1C=CC(=NC1)CC1=CC=C(C=C1)OC(=O)N1CCC(=CC1)C1=CC=C(C=C1)OC (4-(4-Methoxy-phenyl)-3,6-dihydro-2H-pyridine-1-carboxylic acid 4-(5-methyl-pyridin-2-ylmethyl)-phenyl ester). As a reaction SMILES: [CH3:1][C:2]1[CH:3]=[CH:4][C:5]([CH2:8][C:9]2[CH:14]=[CH:13][C:12]([OH:15])=[CH:11][CH:10]=2)=[N:6][CH:7]=1.C(N(C(C)C)C(C)C)C.Cl[C:26](OC(Cl)(Cl)Cl)=[O:27].[CH3:33][O:34][C:35]1[CH:40]=[CH:39][C:38]([C:41]2[CH2:42][CH2:43][NH:44][CH2:45][CH:46]=2)=[CH:37][CH:36]=1>C(Cl)Cl>[CH3:1][C:2]1[CH:3]=[CH:4][C:5]([CH2:8][C:9]2[CH:10]=[CH:11][C:12]([O:15][C:26]([N:44]3[CH2:43][CH:42]=[C:41]([C:38]4[CH:37]=[CH:36][C:35]([O:34][CH3:33])=[CH:40][CH:39]=4)[CH2:46][CH2:45]3)=[O:27])=[CH:13][CH:14]=2)=[N:6][CH:7]=1. Procedure details: To a solution of 4-(5-methyl-pyridin-2-ylmethyl)phenol (0.8 mmol) prepared as described above and ethyldiisopropylamine (1.5 mmol) in CH2Cl2 (5 mL) at −30° C. was added trichloromethyl chloroformate (1.0 mmol). The solution was stirred at −30° C. for 10 min and at reflux temperature for 2 h. The solution was evaporated to dryness and redissolved in CH2Cl2 (5 mL) and cooled to 0° C. before addition of 4-(4-methoxyphenyl)-1,2,3,6-tetrahydro-pyridine (1.5 mmol). The solution was stirred at room tem... Starting materials: O=C([O-])[O-], CC(C)=O, CCOC(C)=O, O=C1CC(C(=O)CCl)CO1, [K+], [K+], CC(C)(C)OC(=O)C(O)N1C(=O)C(NC(=O)COc2ccccc2)C1S. Product: CC(C)(C)OC(=O)C(O)N1C(=O)C(NC(=O)COc2ccccc2)C1SCC(=O)C1COC(=O)C1. RXN SMILES: [C:11](=[O:12])([O-:13])[O-:14].[CH3:43][C:44](=[O:45])[CH3:46].[CH3:47][CH2:48][O:49][C:50](=[O:51])[CH3:52].[Cl:1][CH2:2][C:3](=[O:4])[CH:5]1[CH2:6][C:7](=[O:10])[O:8][CH2:9]1.[K+:15].[K+:16].[OH:17][CH:18]([C:19](=[O:20])[O:21][C:22]([CH3:23])([CH3:24])[CH3:25])[N:26]1[C:27](=[O:42])[CH:28]([NH:31][C:32]([CH2:33][O:34][c:35]2[cH:36][cH:37][cH:38][cH:39][cH:40]2)=[O:41])[CH:29]1[SH:30]>>[CH2:2]([C:3](=[O:4])[CH:5]1[CH2:6][C:7](=[O:10])[O:8][CH2:9]1)[S:30][CH:29]1[N:26]([CH:18]([OH:17])[C:19](=[O:20])[O:21][C:22]([CH3:23])([CH3:24])[CH3:25])[C:27](=[O:42])[CH:28]1[NH:31][C:32]([CH2:33][O:34][c:35]1[cH:36][cH:37][cH:38][cH:39][cH:40]1)=[O:41]. Starting materials: O=C1C2=C(NC3=C(C1C#N)C=CC=C3)C=CC=C2 (11-oxo-10,11-dihydro-5H-dibenzo[b,f]azepine-10-carbonitrile), C([O-])([O-])=O.[K+].[K+] (potassium carbonate), C(C)I (ethyl iodide). Run in CN(C)C=O (DMF). Run at time 18 hour. Yields the product C(C)C=1C2=CC=CC=C2N2C1NC(C=1C=CC=CC21)=O (7-Ethyl-6H-indolo[1,2-a]quinazoline-5-one). As a reaction SMILES: [O:1]=[C:2]1[CH:8]([C:9]#[N:10])[C:7]2[CH:11]=[CH:12][CH:13]=[CH:14][C:6]=2[NH:5][C:4]2[CH:15]=[CH:16][CH:17]=[CH:18][C:3]1=2.C(=O)([O-])[O-].[K+].[K+].[CH2:25](I)[CH3:26]>CN(C=O)C>[CH2:25]([C:8]1[C:7]2[C:6]([N:5]3[C:4]4[CH:15]=[CH:16][CH:17]=[CH:18][C:3]=4[C:2](=[O:1])[NH:10][C:9]=13)=[CH:14][CH:13]=[CH:12][CH:11]=2)[CH3:26] |f:1.2.3|. Reported procedure: A mixture of 11-oxo-10,11-dihydro-5H-dibenzo[b,f]azepine-10-carbonitrile (500 mg, 2.13 mmol), potassium carbonate (359 mg, 2.6 mmole) and ethyl iodide (0.202 ml, 2.5 mmole) in 4 ml DMF is stirred at r.t. for 18 h.